This data is from the Open Reaction Database (ORD), a public repository of structured organic reaction records. The task is: describe an organic reaction: reactants, conditions, products, and yield The reactants are O=S(=O)(c1ccccc1)C1CC2(c3ccccc3)C(O)C=CC1N2Cc1ccccc1, C1CCOC1, CCOCC, FC(F)(F)c1cc(CBr)cc(C(F)(F)F)c1, [H-], [Na+]. The product is O=S(=O)(c1ccccc1)C1CC2(c3ccccc3)C(OCc3cc(C(F)(F)F)cc(C(F)(F)F)c3)C=CC1N2Cc1ccccc1. RXN SMILES: [CH2:3]([c:4]1[cH:5][cH:6][cH:7][cH:8][cH:9]1)[N:10]1[C:11]2([c:28]3[cH:29][cH:30][cH:31][cH:32][cH:33]3)[CH:12]([OH:27])[CH:13]=[CH:14][CH:15]1[CH:16]([S:18](=[O:19])(=[O:20])[c:21]1[cH:22][cH:23][cH:24][cH:25][cH:26]1)[CH2:17]2.[CH2:55]1[O:56][CH2:57][CH2:58][CH2:59]1.[CH3:50][CH2:51][O:52][CH2:53][CH3:54].[F:34][C:35]([c:36]1[cH:37][c:38]([CH2:39][Br:40])[cH:41][c:42]([C:44]([F:45])([F:46])[F:47])[cH:43]1)([F:48])[F:49].[H-:1].[Na+:2]>>[CH2:3]([c:4]1[cH:5][cH:6][cH:7][cH:8][cH:9]1)[N:10]1[C:11]2([c:28]3[cH:29][cH:30][cH:31][cH:32][cH:33]3)[CH:12]([O:27][CH2:39][c:38]3[cH:37][c:36]([C:35]([F:34])([F:48])[F:49])[cH:43][c:42]([C:44]([F:45])([F:46])[F:47])[cH:41]3)[CH:13]=[CH:14][CH:15]1[CH:16]([S:18](=[O:19])(=[O:20])[c:21]1[cH:22][cH:23][cH:24][cH:25][cH:26]1)[CH2:17]2. Reactants: ClC1=C(C=C2C(N(C(C2=C1)=O)CCN1CCCCC1)=O)S(=O)(=O)N (6-Chloro-2,3-dihydro-2-[2-(1-piperidinyl)ethyl]-1,3-dioxo-1H-isoindole-5-sulfonamide), ClC=1C=C2C(C(=O)NC2=O)=CC1S(N)(=O)=O (4-chloro-5-sulfamoylphthalimide), N1(CCCCC1)CCN (2-(1-piperidinyl)ethylamine). Run in C(C)O (ethanol). Yields the product O=C1NC(C2=CC=CC=C12)=O (1,3-dioxoisoindole). Isolated yield 71.0%. RXN SMILES: Cl[C:2]1[CH:10]=[C:9]2[C:5]([C:6](=[O:20])[N:7](CCN3CCCCC3)[C:8]2=[O:11])=[CH:4][C:3]=1S(N)(=O)=O.ClC1C=C2C(=O)NC(=O)C2=CC=1S(=O)(=O)N.N1(CCN)CCCCC1>C(O)C>[O:20]=[C:6]1[C:5]2[C:9](=[CH:10][CH:2]=[CH:3][CH:4]=2)[C:8](=[O:11])[NH:7]1. Procedure: 6-Chloro-2,3-dihydro-2-[2-(1-piperidinyl)ethyl]-1,3-dioxo-1H-isoindole-5-sulfonamide. Reaction of a mixture of 4-chloro-5-sulfamoylphthalimide and 2-(1-piperidinyl)ethylamine according to the procedure of Example 1(a) afforded a 71% yield of the 1,3-dioxoisoindole intermediate, m.p. 200°-202° from ethanol. The solvent is C1CCOC1 (THF). Yield: 24.0%. Starting materials: ClC1=C(C=C(C=C1)NC=1SC=CN1)O (2-chloro-5-(thiazol-2-ylamino)phenol), CCOC(=O)/N=N/C(=O)OCC (DEAD), CC(=CC(C)O)C (4-Methylpent-3-en-2-ol), C1=CC=C(C=C1)P(C2=CC=CC=C2)C3=CC=CC=C3 (Ph3P). As a reaction SMILES: [Cl:1][C:2]1[CH:7]=[CH:6][C:5]([NH:8][C:9]2[S:10][CH:11]=[CH:12][N:13]=2)=[CH:4][C:3]=1[OH:14].[CH3:15][C:16]([CH3:21])=[CH:17][CH:18](O)[CH3:19].C1C=CC(P(C2C=CC=CC=2)C2C=CC=CC=2)=CC=1.CCOC(/N=N/C(OCC)=O)=O>C1COCC1>[Cl:1][C:2]1[CH:7]=[CH:6][C:5]([NH:8][C:9]2[S:10][CH:11]=[CH:12][N:13]=2)=[CH:4][C:3]=1[O:14][CH:18]([CH:17]=[C:16]([CH3:21])[CH3:15])[CH3:19]. Reported procedure: Following the procedure general for O-alkylation, Method C, 2-chloro-5-(thiazol-2-ylamino)phenol (50 mg, 0.22 mmol), 4-Methylpent-3-en-2-ol (23 mg, 0.23 mmol), Ph3P (58 mg, 0.22 mmol) were suspended in THF (0.07 mL). The reaction flask was lowered into a sonication bath and sonicated for several minutes giving a clear and highly viscous solution. While sonication, DEAD (0.043 mL, 0.22 mmol) was added slowly. The reaction mixture was stirred for 1 h. The title compound was obtained after purifica... Run at time 1 hour. Yields the product ClC1=C(C=C(C=C1)NC=1SC=CN1)OC(C)C=C(C)C (N-(4-Chloro-3-(4-methylpent-3-en-2-yloxy)phenyl)thiazol-2-amine). Reactants: B(F)(F)F.CCOCC (boron trifluoride etherate), OC1=C(C=CC2=CC=C(C=C12)OC)C(=O)O (1-hydroxy-7-methoxy-2-naphthalenecarboxylic acid), ice. Run in CO (methanol). Product: OC1=C(C=CC2=CC=C(C=C12)OC)C(=O)OC (1-Hydroxy-7-methoxy-2-naphthalenecarboxylic acid, methyl ester). Yield: 92.3%. As a reaction SMILES: [OH:1][C:2]1[C:11]2[C:6](=[CH:7][CH:8]=[C:9]([O:12][CH3:13])[CH:10]=2)[CH:5]=[CH:4][C:3]=1[C:14]([OH:16])=[O:15].B(F)(F)F.[CH3:21]COCC>CO>[OH:1][C:2]1[C:11]2[C:6](=[CH:7][CH:8]=[C:9]([O:12][CH3:13])[CH:10]=2)[CH:5]=[CH:4][C:3]=1[C:14]([O:16][CH3:21])=[O:15] |f:1.2|. Procedure: A suspension of 6.2 g (0.028 mole) of 1-hydroxy-7-methoxy-2-naphthalenecarboxylic acid in 75 ml of methanol under a nitrogen atmosphere was treated over 15 minutes with 15.0 ml (17.3 g; 0.12 mole) of boron trifluoride etherate. The mixture was stirred at reflux for 45 hours, cooled, and added slowly to 500 ml of ice cold 5% aqueous sodium bicarbonate solution. The precipitated product was filtered, and washed with water to yield 6.0 g (92% yield) of the ester, mp 80°-83°, suitable for further sy... Starting materials: [Al+3], C1CCOC1, COC(=O)C(N)C(C)(C)c1ccccc1, [H-], [H-], [H-], [H-], [Li+]. Product: CC(C)(c1ccccc1)C(N)CO. RXN SMILES: [Al+3:17].[CH2:22]1[O:23][CH2:24][CH2:25][CH2:26]1.[CH3:1][C:2]([CH:3]([NH2:4])[C:5](=[O:6])[O:7][CH3:8])([c:9]1[cH:10][cH:11][cH:12][cH:13][cH:14]1)[CH3:15].[H-:16].[H-:19].[H-:20].[H-:21].[Li+:18]>>[CH3:1][C:2]([CH:3]([NH2:4])[CH2:5][OH:6])([c:9]1[cH:10][cH:11][cH:12][cH:13][cH:14]1)[CH3:15]. Starting materials: CC(C)(C)OCC(NC(=O)CCC(NCc1cc(Oc2ccccc2)ncc1[N+](=O)[O-])C1CCCCC1)C(=O)N1CCOCC1, CO. Product: CC(C)(C)OCC(NC(=O)CCC(NCc1cc(Oc2ccccc2)ncc1N)C1CCCCC1)C(=O)N1CCOCC1. As a reaction SMILES: [C:1]([CH3:2])([CH3:3])([CH3:4])[O:5][CH2:6][CH:7]([C:8](=[O:9])[N:10]1[CH2:11][CH2:12][O:13][CH2:14][CH2:15]1)[NH:16][C:17]([CH2:18][CH2:19][CH:20]([NH:21][CH2:22][c:23]1[cH:24][c:25]([O:32][c:33]2[cH:34][cH:35][cH:36][cH:37][cH:38]2)[n:26][cH:27][c:28]1[N+:29]([O-:30])=[O:31])[CH:39]1[CH2:40][CH2:41][CH2:42][CH2:43][CH2:44]1)=[O:45].[CH3:46][OH:47]>>[C:1]([CH3:2])([CH3:3])([CH3:4])[O:5][CH2:6][CH:7]([C:8](=[O:9])[N:10]1[CH2:11][CH2:12][O:13][CH2:14][CH2:15]1)[NH:16][C:17]([CH2:18][CH2:19][CH:20]([NH:21][CH2:22][c:23]1[cH:24][c:25]([O:32][c:33]2[cH:34][cH:35][cH:36][cH:37][cH:38]2)[n:26][cH:27][c:28]1[NH2:29])[CH:39]1[CH2:40][CH2:41][CH2:42][CH2:43][CH2:44]1)=[O:45]. The reactants are BrC=1C=C(C=NC1)C=1C=2N(N=C(C1CCCC(=O)OCC)COCCOC1OCCCC1)C(=CC2)CC (ethyl 4-(4-(5-bromo-3-pyridinyl)-7-ethyl-2-{[2-(tetrahydro-2H-pyran-2-yloxy)ethoxy]methyl}pyrrolo[1,2-b]pyridazin-3-yl)butanoate), C1(=CC=C(C=C1)S(=O)(=O)[O-])C.[NH+]1=CC=CC=C1 (pyridinium p-toluenesulfonate). Run in CO (MeOH). The product is BrC=1C=C(C=NC1)C=1C=2N(N=C(C1CCCC(=O)OCC)COCCO)C(=CC2)CC (ethyl 4-{4-(5-bromo-3-pyridinyl)-7-ethyl-2-[(2-hydroxyethoxy)methyl]pyrrolo[1,2-b]pyridazin-3-yl}butanoate). Yield: 90.8%. Reaction SMILES: [Br:1][C:2]1[CH:3]=[C:4]([C:8]2[C:9]3[N:10]([C:33]([CH2:36][CH3:37])=[CH:34][CH:35]=3)[N:11]=[C:12]([CH2:22][O:23][CH2:24][CH2:25][O:26]C3CCCCO3)[C:13]=2[CH2:14][CH2:15][CH2:16][C:17]([O:19][CH2:20][CH3:21])=[O:18])[CH:5]=[N:6][CH:7]=1.C1(C)C=CC(S([O-])(=O)=O)=CC=1.[NH+]1C=CC=CC=1>CO>[Br:1][C:2]1[CH:3]=[C:4]([C:8]2[C:9]3[N:10]([C:33]([CH2:36][CH3:37])=[CH:34][CH:35]=3)[N:11]=[C:12]([CH2:22][O:23][CH2:24][CH2:25][OH:26])[C:13]=2[CH2:14][CH2:15][CH2:16][C:17]([O:19][CH2:20][CH3:21])=[O:18])[CH:5]=[N:6][CH:7]=1 |f:1.2|. Procedure details: A mixture of ethyl 4-(4-(5-bromo-3-pyridinyl)-7-ethyl-2-{[2-(tetrahydro-2H-pyran-2-yloxy)ethoxy]methyl}pyrrolo[1,2-b]pyridazin-3-yl)butanoate (89 mg) and pyridinium p-toluenesulfonate (0.8 mg) in MeOH (5 mL) was heated under reflux for 2 hours. After evaporation of solvent, the residue was purified by silica gel column chromatography eluting with a mixture of hexane and AcOEt (10:1-1:1) to give ethyl 4-{4-(5-bromo-3-pyridinyl)-7-ethyl-2-[(2-hydroxyethoxy)methyl]pyrrolo[1,2-b]pyridazin-3-yl}butan...